Dataset: the Open Reaction Database (ORD), a public repository of structured organic reaction records. Task: describe an organic reaction: reactants, conditions, products, and yield Starting materials: O=[N+]([O-])c1cc(Br)cc(OCc2ccccc2)c1, C1CCOC1, [Na+], O=C([O-])O. The product is Nc1cc(Br)cc(OCc2ccccc2)c1. Reaction SMILES: [CH2:1]([c:2]1[cH:3][cH:4][cH:5][cH:6][cH:7]1)[O:8][c:9]1[cH:10][c:11]([N+:16]([O-:17])=[O:18])[cH:12][c:13]([Br:15])[cH:14]1.[CH2:24]1[O:25][CH2:26][CH2:27][CH2:28]1.[Na+:23].[O-:19][C:20]([OH:21])=[O:22]>>[CH2:1]([c:2]1[cH:3][cH:4][cH:5][cH:6][cH:7]1)[O:8][c:9]1[cH:10][c:11]([NH2:16])[cH:12][c:13]([Br:15])[cH:14]1. Starting materials: FC(C(C(F)(F)F)(O)C1=CC(=C(OCC#N)C(=C1)C)C)(F)F (2-[4-(hexafluoro-2-hydroxy-2-propyl)-2,6-dimethylphenoxy]acetonitrile), CCOCC (ether). Yields the product FC(C(C(F)(F)F)(O)C1=CC(=C(OCC(=O)N)C(=C1)C)C)(F)F (2-[4-(hexafluoro-2-hydroxy-2-propyl)-2,6-dimethylphenoxy]acetamide). Reaction SMILES: [F:1][C:2]([F:22])([F:21])[C:3]([C:9]1[CH:18]=[C:17]([CH3:19])[C:12]([O:13][CH2:14][C:15]#[N:16])=[C:11]([CH3:20])[CH:10]=1)([OH:8])[C:4]([F:7])([F:6])[F:5].CC[O:25]CC>>[F:1][C:2]([F:21])([F:22])[C:3]([C:9]1[CH:18]=[C:17]([CH3:19])[C:12]([O:13][CH2:14][C:15]([NH2:16])=[O:25])=[C:11]([CH3:20])[CH:10]=1)([OH:8])[C:4]([F:6])([F:5])[F:7]. Procedure details: Stir a sample of crude 2-[4-(hexafluoro-2-hydroxy-2-propyl)-2,6-dimethylphenoxy]acetonitrile, prepared as described in Example 8a, with ether for 30 minutes. Filter the solid and recrystallize from ether to obtain as a white solid, 2-[4-(hexafluoro-2-hydroxy-2-propyl)-2,6-dimethylphenoxy]acetamide, m.p. 180°-182° C. Starting materials: ClCCCl, CCC(=C(C(=O)O)c1ccc(OCOC)cc1)c1ccccc1, CN(C)CCOc1ccc(N)cc1, CCN(C(C)C)C(C)C, Cl, Cl, Cl, CN(C)C=O, On1nnc2ccccc21. Yields the product CCC(=C(C(=O)Nc1ccc(OCCN(C)C)cc1)c1ccc(OCOC)cc1)c1ccccc1. RXN SMILES: [CH2:24]([Cl:25])[CH2:26][Cl:27].[CH3:1][O:2][CH2:3][O:4][c:5]1[cH:6][cH:7][c:8]([C:11]([C:12](=[O:13])[OH:14])=[C:15]([CH2:16][CH3:17])[c:18]2[cH:19][cH:20][cH:21][cH:22][cH:23]2)[cH:9][cH:10]1.[CH3:41][N:42]([CH2:43][CH2:44][O:45][c:46]1[cH:47][cH:48][c:49]([NH2:52])[cH:50][cH:51]1)[CH3:53].[CH:54]([N:55]([CH2:56][CH3:57])[CH:58]([CH3:59])[CH3:60])([CH3:61])[CH3:62].[ClH:28].[ClH:39].[ClH:40].[O:63]=[CH:64][N:65]([CH3:66])[CH3:67].[OH:29][n:30]1[c:31]2[c:32]([cH:33][cH:34][cH:35][cH:36]2)[n:37][n:38]1>>[CH3:1][O:2][CH2:3][O:4][c:5]1[cH:6][cH:7][c:8]([C:11]([C:12](=[O:14])[NH:52][c:49]2[cH:48][cH:47][c:46]([O:45][CH2:44][CH2:43][N:42]([CH3:41])[CH3:53])[cH:51][cH:50]2)=[C:15]([CH2:16][CH3:17])[c:18]2[cH:19][cH:20][cH:21][cH:22][cH:23]2)[cH:9][cH:10]1. Yields the product O=C1Nc2ccc(Br)cc2C1=NNC(=O)c1ccc(-c2nnn[nH]2)cc1. RXN SMILES: [Br:1][c:2]1[cH:3][c:4]2[c:8]([cH:9][cH:10]1)[NH:7][C:6](=[O:11])[C:5]2=[O:12].[CH3:28][C:29](=[O:30])[OH:31].[nH:13]1[n:14][n:15][n:16][c:17]1-[c:18]1[cH:19][cH:20][c:21]([C:22](=[O:23])[NH:24][NH2:25])[cH:26][cH:27]1>>[Br:1][c:2]1[cH:3][c:4]2[c:8]([cH:9][cH:10]1)[NH:7][C:6](=[O:11])[C:5]2=[N:25][NH:24][C:22]([c:21]1[cH:20][cH:19][c:18](-[c:17]2[n:13][n:14][n:15][nH:16]2)[cH:27][cH:26]1)=[O:23]. The reactants are O=C1Nc2ccc(Br)cc2C1=O, CC(=O)O, NNC(=O)c1ccc(-c2nnn[nH]2)cc1. As a reaction SMILES: [C:12]([c:13]1[cH:14][c:15]([C:16]([CH3:17])([CH3:18])[CH3:19])[cH:20][c:21]([C:22]([CH3:23])([CH3:24])[CH3:25])[cH:26]1)([CH3:27])([CH3:28])[CH3:29].[CH3:1][O:2][c:3]1[cH:4][cH:5][c:6]([CH2:7][OH:8])[cH:9][cH:10]1.[Cl:30][CH2:31][CH2:32][Cl:33].[OH2:11]>>[CH3:1][O:2][c:3]1[cH:4][cH:5][c:6]([CH:7]=[O:8])[cH:9][cH:10]1. Product: COc1ccc(C=O)cc1. The reactants are CC(C)(C)c1cc(C(C)(C)C)cc(C(C)(C)C)c1, COc1ccc(CO)cc1, ClCCCl, O.